From a dataset of the Open Reaction Database (ORD), a public repository of structured organic reaction records. describe an organic reaction: reactants, conditions, products, and yield Reactants: NC1=C(C=C(C=N1)C[C@H](C(=O)N1CCC(CC1)N1CCN(CC1)C(=O)OC(C)(C)C)OC(=O)N1CCC(CC1)N1C(NC2=C(CC1)C=CC=C2)=O)C (tert-butyl 4-(1-{(R)-3-(6-amino-5-methyl-pyridin-3-yl)-2-[4-(2-oxo-1,2,4,5-tetrahydro-1,3-benzodiazepin-3-yl)-piperidine-1-carbonyloxy]-propionyl}-piperidin-4-yl)-piperazine-1-carboxylate), C(=O)([O-])[O-].[K+].[K+] (K2CO3). Solvent: Cl (HCl), CN(C)C=O (DMF). Product: O=C1NC2=C(CCN1C1CCN(CC1)C(=O)O[C@@H](C(N1CCC(CC1)N1CCNCC1)=O)CC=1C=NC(=C(C1)C)N)C=CC=C2 ((R)-1-(6-amino-5-methyl-pyridin-3-ylmethyl)-2-oxo-2-(4-piperazin-1-yl-piperidin-1-yl)-ethyl 4-(2-oxo-1,2,4,5-tetrahydro-1,3-benzodiazepin-3-yl)-piperidine-1-carboxylate). As a reaction SMILES: [NH2:1][C:2]1[N:7]=[CH:6][C:5]([CH2:8][C@@H:9]([O:31][C:32]([N:34]2[CH2:39][CH2:38][CH:37]([N:40]3[CH2:46][CH2:45][C:44]4[CH:47]=[CH:48][CH:49]=[CH:50][C:43]=4[NH:42][C:41]3=[O:51])[CH2:36][CH2:35]2)=[O:33])[C:10]([N:12]2[CH2:17][CH2:16][CH:15]([N:18]3[CH2:23][CH2:22][N:21](C(OC(C)(C)C)=O)[CH2:20][CH2:19]3)[CH2:14][CH2:13]2)=[O:11])=[CH:4][C:3]=1[CH3:52].C([O-])([O-])=O.[K+].[K+]>Cl.CN(C=O)C>[O:51]=[C:41]1[N:40]([CH:37]2[CH2:36][CH2:35][N:34]([C:32]([O:31][C@H:9]([CH2:8][C:5]3[CH:6]=[N:7][C:2]([NH2:1])=[C:3]([CH3:52])[CH:4]=3)[C:10](=[O:11])[N:12]3[CH2:17][CH2:16][CH:15]([N:18]4[CH2:23][CH2:22][NH:21][CH2:20][CH2:19]4)[CH2:14][CH2:13]3)=[O:33])[CH2:39][CH2:38]2)[CH2:46][CH2:45][C:44]2[CH:47]=[CH:48][CH:49]=[CH:50][C:43]=2[NH:42]1 |f:1.2.3|. Reported procedure: A solution of 75 mg (0.10 mmol) of tert-butyl 4-(1-{(R)-3-(6-amino-5-methyl-pyridin-3-yl)-2-[4-(2-oxo-1,2,4,5-tetrahydro-1,3-benzodiazepin-3-yl)-piperidine-1-carbonyloxy]-propionyl}-piperidin-4-yl)-piperazine-1-carboxylate (Example 114) in 5 mL 2 M HCl was stirred for 20 h at RT. After lyophilisation of the reaction mixture the residue was dissolved in 1 mL DMF, made alkaline with 0.6 mL saturated K2CO3 solution and purified by HPLC. The fractions containing the product were combined and again l... Starting materials: COC1=CC=C(CN2N=C(N=N2)C=2C=C(C(=O)O)C=CC2)C=C1 (3-[2-(4-Methoxy-benzyl)-2H-tetrazol-5-yl]-benzoic acid), C(C(=O)Cl)(=O)Cl (oxalyl chloride), CN(C)C=O (DMF). Run in ClCCl (dichloromethane). Conditions: time 3 hour. The product is COC1=CC=C(CN2N=C(N=N2)C=2C=C(C(=O)Cl)C=CC2)C=C1 (3-[2-(4-Methoxy-benzyl)-2H-tetrazol-5-yl]-benzoyl chloride). The yield is 90.3%. RXN SMILES: [CH3:1][O:2][C:3]1[CH:23]=[CH:22][C:6]([CH2:7][N:8]2[N:12]=[N:11][C:10]([C:13]3[CH:14]=[C:15]([CH:19]=[CH:20][CH:21]=3)[C:16](O)=[O:17])=[N:9]2)=[CH:5][CH:4]=1.C(Cl)(=O)C([Cl:27])=O.CN(C=O)C>ClCCl>[CH3:1][O:2][C:3]1[CH:23]=[CH:22][C:6]([CH2:7][N:8]2[N:12]=[N:11][C:10]([C:13]3[CH:14]=[C:15]([CH:19]=[CH:20][CH:21]=3)[C:16]([Cl:27])=[O:17])=[N:9]2)=[CH:5][CH:4]=1. Reported procedure: The carboxylic acid intermediate (10 g, 0.032 mol) from Step (c) was suspended in dichloromethane followed by the addition of oxalyl chloride (20.4 g, 0.16 mol) and catalytic DMF. The reaction mixture was stirred at room temperature for 3 hours, at which time dissolution was nearly complete. The reaction mixture was filtered and concentrated in vacuo. The residue was triturated with petroleum ether and collected by filtration to give the title compound (9.5 g, 90%) as a white solid. 1H NMR (CDCl... Reactants: C(C)NC=1N=CC2=C(N3CCC[C@H]3CN(C2=O)CC2CCN(CC2)C(=O)OC(C)(C)C)N1 ((S)-9-Ethylamino-5-(1-tert-butoxycarbonylpiperidin-4-yl)methyl-1,2,3,3a,4,5-hexahydro-5,8,10,10b-tetraazabenzo[e]azulen-6-one), C(C)(=O)OCC.Cl (hydrogen chloride-ethyl acetate). Run in C(C)(=O)OCC (ethyl acetate). Conditions: temperature 60 celsius, time 4 hour. Yields the product Cl.Cl.C(C)NC=1N=CC2=C(N3CCC[C@H]3CN(C2=O)CC2CCNCC2)N1 ((S)-9-Ethylamino-5-(piperidin-4-yl)methyl-1,2,3,3a,4,5-hexahydro-5,8,10,10b-tetraazabenzo[e]azulen-6-one.dihydrochloride). Isolated yield 92.0%. RXN SMILES: [CH2:1]([NH:3][C:4]1[N:5]=[CH:6][C:7]2[C:16](=[O:17])[N:15]([CH2:18][CH:19]3[CH2:24][CH2:23][N:22](C(OC(C)(C)C)=O)[CH2:21][CH2:20]3)[CH2:14][C@H:13]3[N:9]([CH2:10][CH2:11][CH2:12]3)[C:8]=2[N:32]=1)[CH3:2].C(OCC)(=O)C.[ClH:39]>C(OCC)(=O)C>[ClH:39].[ClH:39].[CH2:1]([NH:3][C:4]1[N:5]=[CH:6][C:7]2[C:16](=[O:17])[N:15]([CH2:18][CH:19]3[CH2:20][CH2:21][NH:22][CH2:23][CH2:24]3)[CH2:14][C@H:13]3[N:9]([CH2:10][CH2:11][CH2:12]3)[C:8]=2[N:32]=1)[CH3:2] |f:1.2,4.5.6|. Procedure: Compound 23 (1.99 g, 4.48 mmol) obtained in Example 23 was dissolved in ethyl acetate (20 mL), and the mixture was stirred at 60° C. for 4 hours after adding 4 mol/L hydrogen chloride-ethyl acetate (20 mL) at room temperature. Back at room temperature, the reaction mixture was concentrated under reduced pressure, ethyl acetate (50 mL) was added to the resulting residue, and the mixture was stirred overnight at room temperature. The precipitated solid was filtered off, and dried to give the title... Reactants: [N+](=O)([O-])C=1C=C(C=CC1)S(=O)(=O)CCOC(CCCNC(COC1=CC(=CC=C1)C(C)C)=O)=O (4-(3-isopropylphenoxyactamido)butyric acid 2-(3-nitrobenzenesulfonyl)ethyl ester), [N+](=O)([O-])C=1C=C(C=CC1)S(=O)(=O)CCOC(CCCNC(COC1=CC(=CC=C1)C(C)C)=O)=O (4-(3-isopropylphenoxyactamido)butyric acid 2-(3-nitrobenzenesulfonyl)ethyl ester), ClS(=O)(=O)O (ClSO3H). Solvent: C(Cl)Cl (CH2Cl2). Run at temperature 0 celsius, time 40 minute. Product: [N+](=O)([O-])C=1C=C(C=CC1)S(=O)(=O)CCOC(CCCNC(COC1=CC(=C(C=C1)S(=O)(=O)Cl)C(C)C)=O)=O (4-(4-Chlorosulfonyl-3-isopropylphenoxyactamido)-butyric acid 2-(3-nitrobenzenesulfonyl)ethyl ester). Isolated yield 57.3%. As a reaction SMILES: [N+:1]([C:4]1[CH:5]=[C:6]([S:10]([CH2:13][CH2:14][O:15][C:16](=[O:34])[CH2:17][CH2:18][CH2:19][NH:20][C:21](=[O:33])[CH2:22][O:23][C:24]2[CH:29]=[CH:28][CH:27]=[C:26]([CH:30]([CH3:32])[CH3:31])[CH:25]=2)(=[O:12])=[O:11])[CH:7]=[CH:8][CH:9]=1)([O-:3])=[O:2].[Cl:35][S:36](O)(=[O:38])=[O:37]>C(Cl)Cl>[N+:1]([C:4]1[CH:5]=[C:6]([S:10]([CH2:13][CH2:14][O:15][C:16](=[O:34])[CH2:17][CH2:18][CH2:19][NH:20][C:21](=[O:33])[CH2:22][O:23][C:24]2[CH:29]=[CH:28][C:27]([S:36]([Cl:35])(=[O:38])=[O:37])=[C:26]([CH:30]([CH3:32])[CH3:31])[CH:25]=2)(=[O:12])=[O:11])[CH:7]=[CH:8][CH:9]=1)([O-:3])=[O:2]. Procedure: To a mixture of 4-(3-isopropylphenoxyactamido)butyric acid 2-(3-nitrobenzenesulfonyl)ethyl ester (Intermediate 25, 4.8 g, 9.75 mmol) and 2 mL of CH2Cl2 was added drop-wise ClSO3H (3.3 mL, 5.8 g, 50 mmol) at 0° C. with vigorous stirring. The mixture was stirred at 0° C. for 40 min. and then was poured onto crushed ice with vigorous stirring resulting in a thick mass. This was extracted with CH2Cl2. The organic layers were dried, and concentrated under reduced pressure. The residual oil was passed... The reactants are ClC1=CC(=CC=C1)C(=O)OO (m-chloroperbenzoic acid), ClC=1C2=C(N=CN1)CCC2 (4-chloro-6,7-dihydro-5H-cyclopenta[d]pyrimidine), S(=S)(=O)([O-])[O-].[Na+].[Na+] (sodium thiosulfate), C([O-])([O-])=O.[Na+].[Na+] (sodium carbonate). The solvent is C(Cl)(Cl)Cl (chloroform), O (water), C(Cl)(Cl)Cl (chloroform), O (water), O (water). Reaction conditions: time 8 hour. Product: ClC1=C2C(=[N+](C=N1)[O-])CCC2 (4-Chloro-6,7-dihydro-5H-cyclopenta[d]pyrimidine-1-oxide). Isolated yield 51.3%. RXN SMILES: [Cl:1][C:2]1[C:3]2[CH2:10][CH2:9][CH2:8][C:4]=2[N:5]=[CH:6][N:7]=1.ClC1C=CC=C(C(OO)=[O:19])C=1.S([O-])([O-])(=O)=S.[Na+].[Na+].C(=O)([O-])[O-].[Na+].[Na+]>C(Cl)(Cl)Cl.O>[Cl:1][C:2]1[N:7]=[CH:6][N+:5]([O-:19])=[C:4]2[CH2:8][CH2:9][CH2:10][C:3]=12 |f:2.3.4,5.6.7|. Procedure details: 77.5 g of 4-chloro-6,7-dihydro-5H-cyclopenta[d]pyrimidine were dissolved in 2 liters of chloroform, and then a solution of 259 g of m-chloroperbenzoic acid in 0.1 liter of chloroform was added dropwise. The mixture was stirred overnight, whilst cooling with water, and then a solution of 375 g of sodium thiosulfate in 1.5 liters of water and a solution of 191 g of sodium carbonate in 0.7 liters of water were added successively dropwise, whilst ice-cooling. The chloroform layer was separated, and ... The reactants are FC(C1=CC=C(NC=2SC3=C(C(N2)=O)C=CC=N3)C=C1)(F)F (2-(4-trifluoromethylanilino)-4H-pyrido[3,2-e]-1,3-thiazin-4-one), [H-].[Li+] (lithium hydride), C(C1=CC=CC=C1)Br (benzyl bromide). Product: C(C1=CC=CC=C1)N1C(SC2=C(C1=O)C=CC=N2)=NC2=CC=C(C=C2)C(F)(F)F (3-benzyl-2-[(4-trifluoromethylphenyl)imino]-2,3-dihydro-4H-pyrido[3,2-e]-1,3-thiazin-4-one). Reaction SMILES: [F:1][C:2]([F:22])([F:21])[C:3]1[CH:20]=[CH:19][C:6]([NH:7][C:8]2[S:9][C:10]3[N:18]=[CH:17][CH:16]=[CH:15][C:11]=3[C:12](=[O:14])[N:13]=2)=[CH:5][CH:4]=1.[H-].[Li+].[CH2:25](Br)[C:26]1[CH:31]=[CH:30][CH:29]=[CH:28][CH:27]=1>>[CH2:25]([N:13]1[C:12](=[O:14])[C:11]2[CH:15]=[CH:16][CH:17]=[N:18][C:10]=2[S:9][C:8]1=[N:7][C:6]1[CH:19]=[CH:20][C:3]([C:2]([F:1])([F:21])[F:22])=[CH:4][CH:5]=1)[C:26]1[CH:31]=[CH:30][CH:29]=[CH:28][CH:27]=1 |f:1.2|. Procedure details: The reaction procedure of Example 11 was followed except that 646 mg of 2-(4-trifluoromethylanilino)-4H-pyrido[3,2-e]-1,3-thiazin-4-one, 18 mg of lithium hydride and 0.24 ml of benzyl bromide were used. As a result, 630 mg of 3-benzyl-2-[(4-trifluoromethylphenyl)imino]-2,3-dihydro-4H-pyrido[3,2-e]-1,3-thiazin-4-one was obtained. Product: C(CCCC)C1CC=C(CC1)C1=C(C(=CC=C1)F)F (4-pentyl-(2,3-difluorophenyl)-cyclohexene). Starting materials: C(CCCC)C1CCC(CC1)(O)C1=C(C(=CC=C1)F)F (4-pentyl(2,3-difluorophenyl)cyclohexanol), C1(=CC=C(C=C1)S(=O)(=O)O)C (p-toluenesulfonic acid), C1(=CC=CC=C1)C (toluene). Reaction SMILES: [CH2:1]([CH:6]1[CH2:11][CH2:10][C:9]([C:13]2[CH:18]=[CH:17][CH:16]=[C:15]([F:19])[C:14]=2[F:20])(O)[CH2:8][CH2:7]1)[CH2:2][CH2:3][CH2:4][CH3:5].C1(C)C=CC(S(O)(=O)=O)=CC=1.C1(C)C=CC=CC=1>O>[CH2:1]([CH:6]1[CH2:11][CH2:10][C:9]([C:13]2[CH:18]=[CH:17][CH:16]=[C:15]([F:19])[C:14]=2[F:20])=[CH:8][CH2:7]1)[CH2:2][CH2:3][CH2:4][CH3:5]. Reported procedure: The compound (8) (215.1 g), p-toluenesulfonic acid (6.5 g) and toluene (500 ml) were mixed, and the mixture was heated under reflux for 2 hours while water being distilled was removed. The reaction mixture was cooled to 30° C., and then water (500 ml) and toluene (500 ml) were added thereto and mixed. The mixture was then allowed to stand until it had separated into two phases of organic and aqueous phases, and extraction into an organic phase was carried out. The organic phase obtained was frac... Run at temperature 30 celsius. The yield is 92.7%. Run in O (water).